From a dataset of the Open Reaction Database (ORD), a public repository of structured organic reaction records. describe an organic reaction: reactants, conditions, products, and yield Reactants: CN1C[C@@H](C=C2C=3C=CC=C4NC=C(C[C@@H]12)C34)N (9,10-didehydro-6-methylergoline-8β-amine), C(=S)(N1C=NC=C1)N1C=NC=C1 (1,1'-thiocarbonyldiimidazole), C(C)NCC (diethylamine). Yields the product CN1C[C@@H](C=C2C=3C=CC=C4NC=C(C[C@@H]12)C34)NC(N(CC)CC)=S (3-(9,10-didehydro-6-methyl-8β-ergolinyl)-1,1-diethylthiourea). Yield: 74.7%. RXN SMILES: [CH3:1][N:2]1[C@H:16]2[C:6]([C:7]3[CH:8]=[CH:9][CH:10]=[C:11]4[C:17]=3[C:14]([CH2:15]2)=[CH:13][NH:12]4)=[CH:5][C@@H:4]([NH2:18])[CH2:3]1.[C:19]([N:26]1[CH:30]=[CH:29]N=[CH:27]1)(N1C=CN=C1)=[S:20].[CH2:31](NCC)C>>[CH3:1][N:2]1[C@H:16]2[C:6]([C:7]3[CH:8]=[CH:9][CH:10]=[C:11]4[C:17]=3[C:14]([CH2:15]2)=[CH:13][NH:12]4)=[CH:5][C@@H:4]([NH:18][C:19](=[S:20])[N:26]([CH2:30][CH3:29])[CH2:27][CH3:31])[CH2:3]1. Reported procedure: By reaction of 9,10-didehydro-6-methylergoline-8β-amine with 1,1'-thiocarbonyldiimidazole and diethylamine analogously to Example 11, 3-(9,10-didehydro-6-methyl-8β-ergolinyl)-1,1-diethylthiourea is obtained, mp 207° C. (decomposition) and, respectively, therefrom the hydrogen maleate in a 74.7% yield (based on the 8β-amine), mp 180° C. (decomposition). The reactants are N1CCOCC1 (morpholine), ClC1=NC2=CC=CC=C2C(=N1)N (2-chloro-4-aminoquinazoline). Run in O1CCCC1 (tetrahydrofuran), O1CCCC1 (tetrahydrofuran). Product: O1CCN(CC1)C1=NC2=CC=CC=C2C(=N1)N (2-morpholino-4-aminoquinazoline). The yield is 54.2%. Reaction SMILES: [NH:1]1[CH2:6][CH2:5][O:4][CH2:3][CH2:2]1.Cl[C:8]1[N:17]=[C:16]([NH2:18])[C:15]2[C:10](=[CH:11][CH:12]=[CH:13][CH:14]=2)[N:9]=1>O1CCCC1>[O:4]1[CH2:5][CH2:6][N:1]([C:8]2[N:17]=[C:16]([NH2:18])[C:15]3[C:10](=[CH:11][CH:12]=[CH:13][CH:14]=3)[N:9]=2)[CH2:2][CH2:3]1. Procedure: A solution of 7 g of morpholine in 25 ml of tetrahydrofuran was added dropwise to a solution of 7.2 g of 2-chloro-4-aminoquinazoline in 75 ml of tetrahydrofuran. After the addition was completed, the mixture was heated at reflux overnight. The reaction mixture was evaporated to dryness and the residue was recrystallized twice from ethanol to give 5 g of 2-morpholino-4-aminoquinazoline; m.p. 216°-219°. The following analytical data were obtained. The reactants are C(C1=CC=CC=C1)OC([C@H](CCC(CCC=C)=O)NC(=O)OC(C)(C)C)=O ((S)-2-tert-butoxycarbonylamino-5-oxo-non-8-enoic acid benzyl ester), C1(=CC=CC=C1)[SiH](C1=CC=CC=C1)C1=CC=CC=C1 (triphenylsilane), FC1=C(C(=C(C(=C1B(C1=C(C(=C(C(=C1F)F)F)F)F)C1=C(C(=C(C(=C1F)F)F)F)F)F)F)F)F (tris(pentafluorophenyl)borane), [H-].[Al+3].[Li+].[H-].[H-].[H-] (lithium aluminum hydride), C1(=CC=CC=C1)[SiH](C1=CC=CC=C1)C1=CC=CC=C1 (triphenylsilane), FC1=C(C(=C(C(=C1B(C1=C(C(=C(C(=C1F)F)F)F)F)C1=C(C(=C(C(=C1F)F)F)F)F)F)F)F)F (tris(pentafluorophenyl)borane), C(C)(C)(C)OC(=O)N1[C@@H](CC[C@@H]1CCC=C)C(=O)OCC1=CC=CC=C1 ((2S,5S)-5-but-3-enyl-pyrrolidine-1,2-dicarboxylic acid 2-benzyl ester 1-tert-butyl ester). Run in C(Cl)Cl (DCM), C(Cl)Cl (DCM), C1CCOC1 (THF), C1CCOC1 (THF), C(Cl)Cl (DCM). Conditions: time 2 hour. Product: C(C)(C)(C)OC(=O)N1[C@H](CC[C@H]1CO)CCC=C ((2S,5S)-2-But-3-enyl-5-hydroxymethyl-pyrrolidine-1-carboxylic acid tert-butyl ester). The yield is 82.0%. As a reaction SMILES: C([O:8][C:9](=O)[C@@H:10]([NH:19][C:20]([O:22][C:23]([CH3:26])([CH3:25])[CH3:24])=[O:21])[CH2:11][CH2:12][C:13](=O)[CH2:14][CH2:15][CH:16]=[CH2:17])C1C=CC=CC=1.C1([SiH](C2C=CC=CC=2)C2C=CC=CC=2)C=CC=CC=1.FC1C(B(C2C(F)=C(F)C(F)=C(F)C=2F)C2C(F)=C(F)C(F)=C(F)C=2F)=C(F)C(F)=C(F)C=1F.C(OC(N1[C@@H](CCC=C)CC[C@H]1C(OCC1C=CC=CC=1)=O)=O)(C)(C)C.[H-].[Al+3].[Li+].[H-].[H-].[H-]>C(Cl)Cl.C1COCC1>[C:23]([O:22][C:20]([N:19]1[C@H:10]([CH2:9][OH:8])[CH2:11][CH2:12][C@@H:13]1[CH2:14][CH2:15][CH:16]=[CH2:17])=[O:21])([CH3:26])([CH3:25])[CH3:24] |f:4.5.6.7.8.9|. Procedure details: A solution of (S)-2-tert-butoxycarbonylamino-5-oxo-non-8-enoic acid benzyl ester in DCM (5 mL) was added at −78° C. to a solution of triphenylsilane (496 mg, 1.90 mmol) and tris(pentafluorophenyl)borane (55 mg, 0.11 mmol) in DCM (5 mL), then after 30 min the cooling bath was removed and the reaction mixture was allowed to reach room temperature over 2 h. After cooling to −78° C. a solution of triphenylsilane (496 mg, 1.90 mmol) and tris(pentafluorophenyl)borane (55 mg, 0.11 mmol) in DCM (5 mL) w... The reactants are C1(=CC=CC=C1)C=1N=C(OC1C1=CC=CC=C1)C1=C(C(C2=CC(=CC=C2)OCC2=CC=CC=C2)O)C=CC=C1 (2-(4,5-diphenyl-2-oxazolyl)-3'-benzyloxybenzhydrol), Cl (hydrogen chloride), O (water), [H][H] (hydrogen). Reagents/catalysts: [Pd] (palladium on carbon). Run in C(C)(=O)OCC (ethyl acetate), CO (methanol), CO (methanol). The product is C1(=CC=CC=C1)C=1N=C(OC1C1=CC=CC=C1)C1=C(C=CC=C1)CC=1C=C(C=CC1)O (3-[[2-(4,5-diphenyl-2-oxazolyl)phenyl]methyl]phenol). Isolated yield 29.1%. As a reaction SMILES: [C:1]1([C:7]2[N:8]=[C:9]([C:18]3[CH:39]=[CH:38][CH:37]=[CH:36][C:19]=3[CH:20](O)[C:21]3[CH:26]=[CH:25][CH:24]=[C:23]([O:27]CC4C=CC=CC=4)[CH:22]=3)[O:10][C:11]=2[C:12]2[CH:17]=[CH:16][CH:15]=[CH:14][CH:13]=2)[CH:6]=[CH:5][CH:4]=[CH:3][CH:2]=1.Cl.O.[H][H]>C(OCC)(=O)C.CO.[Pd]>[C:1]1([C:7]2[N:8]=[C:9]([C:18]3[CH:39]=[CH:38][CH:37]=[CH:36][C:19]=3[CH2:20][C:21]3[CH:22]=[C:23]([OH:27])[CH:24]=[CH:25][CH:26]=3)[O:10][C:11]=2[C:12]2[CH:13]=[CH:14][CH:15]=[CH:16][CH:17]=2)[CH:2]=[CH:3][CH:4]=[CH:5][CH:6]=1. Procedure: A solution of 2-(4,5-diphenyl-2-oxazolyl)-3'-benzyloxybenzhydrol (650 mg) in ethyl acetate (3 ml), methanol (3 ml), and 10% hydrogen chloride in methanol (0.3 ml) was stirred in the presence of 10% palladium on carbon--water (50/50 wt. % ) (400 mg) and hydrogen at atmospheric pressure at room temperature for 10 hours. The reaction mixture was filtered and the filtrate was evaporated in vacuo. The residue was chromatographed (toluene--ethyl acetate) over silica gel to afford 3-[[2-(4,5-diphenyl-2... Reactants: ClC1=CC=C(C(CBr)=O)C=C1 (4-chlorophenacyl bromide), C(C1=CC=CC=C1)C1=NCCC1 (2-Benzyl-1-pyrroline), C(=O)(O)[O-].[Na+] (NaHCO3). Solvent: CO (MeOH). Yields the product ClC1=CC=C(C=C1)C1=CN2CCCC2=C1C1=CC=CC=C1 (6-(4-Chlorophenyl)-7-phenyl-2,3-dihydro-1H-pyrrolizine). Yield: 56.0%. Reaction SMILES: [CH2:1]([C:8]1[CH2:12][CH2:11][CH2:10][N:9]=1)[C:2]1[CH:7]=[CH:6][CH:5]=[CH:4][CH:3]=1.[Cl:13][C:14]1[CH:23]=[CH:22][C:17]([C:18](=O)[CH2:19]Br)=[CH:16][CH:15]=1.C([O-])(O)=O.[Na+]>CO>[Cl:13][C:14]1[CH:23]=[CH:22][C:17]([C:18]2[C:1]([C:2]3[CH:7]=[CH:6][CH:5]=[CH:4][CH:3]=3)=[C:8]3[N:9]([CH2:10][CH2:11][CH2:12]3)[CH:19]=2)=[CH:16][CH:15]=1 |f:2.3|. Procedure: (according to Laufer et al. J. Med. Chem. 1994, 37, 1894-1897) 2-Benzyl-1-pyrroline (Example 1 a, 19.8 g, 80% strength, 0.1 mol), dissolved in MeOH (300 ml) is treated with 4-chlorophenacyl bromide (23,4 g, 0.1 mol) and then with NaHCO3 (10 g, 0.12 mol) and stirred at RT for 16 h with exclusion of light. Precipitated crystallizate is filtered off with suction and washed with MeOH. 16.4 g (56%) of product are obtained after drying. The reactants are [N+](=O)([O-])C1=CC=C2C(=C(NC(C2=C1)=O)C1=CC=CC=C1)OCCCN1CCCCC1 (7-nitro-3-phenyl-4-(3-piperidin-1-yl-propoxy)-2H-isoquinolin-1-one), C1=CCCCC1 (cyclohexene). The reagents and catalysts are [Pd] (palladium on carbon). The solvent is O1CCOCC1 (dioxane). Reaction conditions: temperature 100 celsius. The product is NC1=CC=C2C(=C(NC(C2=C1)=O)C1=CC=CC=C1)OCCCN1CCCCC1 (7-Amino-3-phenyl-4-(3-piperidin-1-yl-propoxy)-2H-isoquinolin-1-one). Isolated yield 39.5%. As a reaction SMILES: [N+:1]([C:4]1[CH:13]=[C:12]2[C:7]([C:8]([O:21][CH2:22][CH2:23][CH2:24][N:25]3[CH2:30][CH2:29][CH2:28][CH2:27][CH2:26]3)=[C:9]([C:15]3[CH:20]=[CH:19][CH:18]=[CH:17][CH:16]=3)[NH:10][C:11]2=[O:14])=[CH:6][CH:5]=1)([O-])=O.C1CCCCC=1>O1CCOCC1.[Pd]>[NH2:1][C:4]1[CH:13]=[C:12]2[C:7]([C:8]([O:21][CH2:22][CH2:23][CH2:24][N:25]3[CH2:26][CH2:27][CH2:28][CH2:29][CH2:30]3)=[C:9]([C:15]3[CH:16]=[CH:17][CH:18]=[CH:19][CH:20]=3)[NH:10][C:11]2=[O:14])=[CH:6][CH:5]=1. Procedure details: To a suspension of 575 mg (1.41 mmol) of 7-nitro-3-phenyl-4-(3-piperidin-1-yl-propoxy)-2H-isoquinolin-1-one (cmpd. 35) in dioxane (15 mL), cyclohexene (5 mL, 49.4 mmol) and 250 mg of palladium on carbon (10 wt. % loading) were added and the mixture was heated at 100° C. under argon atmosphere for 3 hours. The mixture was cooled to room temperature and filtered through a celite pad, which was then washed with dioxane. The solvent was concentrated under reduced pressure and the resulting crude was... The reactants are COC(=O)C(C)(C)c1cn2c(=O)n(C(C)(C)C)nc2c(NC(C)C)n1, Cl, [K+], C1COCCO1, [OH-], O. The product is CC(C)Nc1nc(C(C)(C)C(=O)O)cn2c(=O)n(C(C)(C)C)nc12. As a reaction SMILES: [C:1]([CH3:2])([CH3:3])([CH3:4])[n:5]1[n:6][c:7]2[n:8]([cH:9][c:10]([C:17]([C:18](=[O:19])[O:20][CH3:21])([CH3:22])[CH3:23])[n:11][c:12]2[NH:13][CH:14]([CH3:15])[CH3:16])[c:24]1=[O:25].[ClH:28].[K+:27].[O:29]1[CH2:30][CH2:31][O:32][CH2:33][CH2:34]1.[OH-:26].[OH2:35]>>[C:1]([CH3:2])([CH3:3])([CH3:4])[n:5]1[n:6][c:7]2[n:8]([cH:9][c:10]([C:17]([C:18](=[O:19])[OH:20])([CH3:22])[CH3:23])[n:11][c:12]2[NH:13][CH:14]([CH3:15])[CH3:16])[c:24]1=[O:25].